This data is from the Open Reaction Database (ORD), a public repository of structured organic reaction records. The task is: describe an organic reaction: reactants, conditions, products, and yield Starting materials: COC(C1=CN=C(C=C1)OCC=1C(=NOC1\C=C\C1=CC=CC=C1)C1=CC=CC=C1)=O (6-[3-phenyl-5-((E)-styryl)-isoxazol-4-ylmethoxy]-nicotinic acid methyl ester), solution, I(=O)(=O)(=O)[O-].[Na+] (sodium metaperiodate), C(C)(=O)OCC.O (ethyl acetate water). Reagents/catalysts: [Cl-].C(C1=CC=CC=C1)[N+](CC)(CC)CC (benzyltriethylammonium chloride), [Os](=O)(=O)(=O)=O (osmium(VIII) oxide). Solvent: C(C)(C)(C)O (tert-butanol), O1CCOCC1 (dioxane), O (water). Yields the product COC(C1=CN=C(C=C1)OCC=1C(=NOC1C=O)C1=CC=CC=C1)=O (6-(5-Formyl-3-phenyl-isoxazol-4-ylmethoxy)-nicotinic acid methyl ester). The yield is 51.2%. Reaction SMILES: [CH3:1][O:2][C:3](=[O:31])[C:4]1[CH:9]=[CH:8][C:7]([O:10][CH2:11][C:12]2[C:13]([C:25]3[CH:30]=[CH:29][CH:28]=[CH:27][CH:26]=3)=[N:14][O:15][C:16]=2/[CH:17]=C/C2C=CC=CC=2)=[N:6][CH:5]=1.I([O-])(=O)(=O)=[O:33].[Na+].C(OCC)(=O)C.O>C(O)(C)(C)C.[Cl-].C([N+](CC)(CC)CC)C1C=CC=CC=1.O1CCOCC1.O.[Os](=O)(=O)(=O)=O>[CH3:1][O:2][C:3](=[O:31])[C:4]1[CH:9]=[CH:8][C:7]([O:10][CH2:11][C:12]2[C:13]([C:25]3[CH:30]=[CH:29][CH:28]=[CH:27][CH:26]=3)=[N:14][O:15][C:16]=2[CH:17]=[O:33])=[N:6][CH:5]=1 |f:1.2,3.4,6.7|. Procedure details: A mixture of 6-[3-phenyl-5-((E)-styryl)-isoxazol-4-ylmethoxy]-nicotinic acid methyl ester (0.62 g, 1.5 mmol), osmium(VIII) oxide solution (0.38 mL of a 2.5% solution in tert-butanol, 0.037 mmol), sodium metaperiodate (1.29 g, 6 mmol), benzyltriethylammonium chloride (0.14 g, 0.6 mmol) in dioxane (13 mL) and water (4.5 mL) was irradiated in the microwave for 10 min at 120° C. Extractive workup (ethyl acetate/water) was followed by drying of the organic phase over sodium sulfate, filtered and conc...